Dataset: the Open Reaction Database (ORD), a public repository of structured organic reaction records. Task: describe an organic reaction: reactants, conditions, products, and yield Procedure details: 4-{3-(Cyanomethyl)-3-[4-(1-{[2-(trimethylsilyl)ethoxy]methyl}-1H-pyrrolo[2,3-b]pyridin-4-yl)-1H-pyrazol-1-yl]azetidin-1-yl}-N-isopropylbenzamide was dissolved in dichloromethylene (5 mL). To the solution was added trifluoroacetic acid (TFA) (2.5 mL). The mixture was stirred at room temperature for 1 hour. The volatiles were removed under reduced pressure. The residue was dissolved in methanol (10 mL). To the solution was added ethylenediamine (1 mL). The mixture was stirred at room temperature f... Reactants: C(#N)CC1(CN(C1)C1=CC=C(C(=O)NC(C)C)C=C1)N1N=CC(=C1)C1=C2C(=NC=C1)N(C=C2)COCC[Si](C)(C)C (4-{3-(Cyanomethyl)-3-[4-(1-{[2-(trimethylsilyl)ethoxy]methyl}-1H-pyrrolo[2,3-b]pyridin-4-yl)-1H-pyrazol-1-yl]azetidin-1-yl}-N-isopropylbenzamide), FC(C(=O)O)(F)F (trifluoroacetic acid). RXN SMILES: [C:1]([CH2:3][C:4]1([N:20]2[CH:24]=[C:23]([C:25]3[CH:30]=[CH:29][N:28]=[C:27]4[N:31](COCC[Si](C)(C)C)[CH:32]=[CH:33][C:26]=34)[CH:22]=[N:21]2)[CH2:7][N:6]([C:8]2[CH:19]=[CH:18][C:11]([C:12]([NH:14][CH:15]([CH3:17])[CH3:16])=[O:13])=[CH:10][CH:9]=2)[CH2:5]1)#[N:2].FC(F)(F)C(O)=O>>[C:1]([CH2:3][C:4]1([N:20]2[CH:24]=[C:23]([C:25]3[CH:30]=[CH:29][N:28]=[C:27]4[NH:31][CH:32]=[CH:33][C:26]=34)[CH:22]=[N:21]2)[CH2:5][N:6]([C:8]2[CH:9]=[CH:10][C:11]([C:12]([NH:14][CH:15]([CH3:17])[CH3:16])=[O:13])=[CH:18][CH:19]=2)[CH2:7]1)#[N:2]. The product is C(#N)CC1(CN(C1)C1=CC=C(C(=O)NC(C)C)C=C1)N1N=CC(=C1)C1=C2C(=NC=C1)NC=C2 (4-{3-(cyanomethyl)-3-[4-(1H-pyrrolo[2,3-b]pyridin-4-yl)-1H-pyrazol-1-yl]azetidin-1-yl}-N-isopropylbenzamide). Run at time 1 hour. Starting materials: Cl.N[C@H]1CC[C@H](CC1)NC(=O)C1=C(NC2=C1N=CN=C2C2=C(C=C(C(=C2)C)F)OCC2CC2)C (N-(cis-4-aminocyclohexyl)-4-[2-(cyclopropylmethoxy)-4-fluoro-5-methylphenyl]-6-methyl-5H-pyrrolo[3,2-d]pyrimidine-7-carboxamide hydrochloride), C(C)(=O)O[C@H](C(=O)Cl)C ((2S)-1-chloro-1-oxopropan-2-yl acetate). Product: C1(CC1)COC1=C(C=C(C(=C1)F)C)C=1C2=C(N=CN1)C(=C(N2)C)C(=O)N[C@@H]2CC[C@H](CC2)NC([C@H](C)O)=O (4-[2-(Cyclopropylmethoxy)-4-fluoro-5-methylphenyl]-N-(trans-4-{[(2S)-2-hydroxypropanoyl]amino}cyclohexyl)-6-methyl-5H-pyrrolo[3,2-d]pyrimidine-7-carboxamide). As a reaction SMILES: Cl.[NH2:2][C@@H:3]1[CH2:8][CH2:7][C@H:6]([NH:9][C:10]([C:12]2[C:16]3[N:17]=[CH:18][N:19]=[C:20]([C:21]4[CH:26]=[C:25]([CH3:27])[C:24]([F:28])=[CH:23][C:22]=4[O:29][CH2:30][CH:31]4[CH2:33][CH2:32]4)[C:15]=3[NH:14][C:13]=2[CH3:34])=[O:11])[CH2:5][CH2:4]1.C([O:38][C@@H:39]([CH3:43])[C:40](Cl)=[O:41])(=O)C>>[CH:31]1([CH2:30][O:29][C:22]2[CH:23]=[C:24]([F:28])[C:25]([CH3:27])=[CH:26][C:21]=2[C:20]2[C:15]3[NH:14][C:13]([CH3:34])=[C:12]([C:10]([NH:9][C@H:6]4[CH2:7][CH2:8][C@H:3]([NH:2][C:40](=[O:41])[C@@H:39]([OH:38])[CH3:43])[CH2:4][CH2:5]4)=[O:11])[C:16]=3[N:17]=[CH:18][N:19]=2)[CH2:32][CH2:33]1 |f:0.1|. Procedure: Starting from N-(cis-4-aminocyclohexyl)-4-[2-(cyclopropylmethoxy)-4-fluoro-5-methylphenyl]-6-methyl-5H-pyrrolo[3,2-d]pyrimidine-7-carboxamide hydrochloride (example D.f41) and commercially available (2S)-1-chloro-1-oxopropan-2-yl acetate the title compound is obtained as colorless solid.